From a dataset of the Open Reaction Database (ORD), a public repository of structured organic reaction records. describe an organic reaction: reactants, conditions, products, and yield Reactants: C(C)OC(C(=O)C=1C(=NC=2N(C1Cl)N=C(C2)C(=O)OCC)C)=O (ethyl 6-(2-ethoxy-2-oxoacetyl)-7-chloro-5-methylpyrazolo[1,5-a]pyrimidine-2-carboxylate), CB1OC([C@@H]2N1CCC2)(C2=CC=CC=C2)C2=CC=CC=C2.C1(=CC=CC=C1)C ((R)-1-methyl-3,3-diphenylhexahydropyrrolo[1,2-c][1,3,2]oxazaborole toluene), C(=O)([O-])[O-].[Na+].[Na+] (Na2CO3). The solvent is CCOC(=O)C (EtOAc), C1(=CC=CC=C1)C (toluene), C1(=CC=CC=C1)C (toluene). Run at temperature -35 celsius, time 30 minute. Yields the product ClC1=C(C(=NC=2N1N=C(C2)C(=O)OCC)C)[C@@H](C(=O)OCC)O ((S)-ethyl 7-chloro-6-(2-ethoxy-1-hydroxy-2-oxoethyl)-5-methylpyrazolo[1,5-a]pyrimidine-2-carboxylate). The yield is 75.3%. As a reaction SMILES: [CH2:1]([O:3][C:4](=[O:23])[C:5]([C:7]1[C:8]([CH3:22])=[N:9][C:10]2[N:11]([N:14]=[C:15]([C:17]([O:19][CH2:20][CH3:21])=[O:18])[CH:16]=2)[C:12]=1[Cl:13])=[O:6])[CH3:2].CB1N2CCC[C@@H]2C(C2C=CC=CC=2)(C2C=CC=CC=2)O1.C1(C)C=CC=CC=1.C([O-])([O-])=O.[Na+].[Na+]>C1(C)C=CC=CC=1.CCOC(C)=O>[Cl:13][C:12]1[N:11]2[N:14]=[C:15]([C:17]([O:19][CH2:20][CH3:21])=[O:18])[CH:16]=[C:10]2[N:9]=[C:8]([CH3:22])[C:7]=1[C@H:5]([OH:6])[C:4]([O:3][CH2:1][CH3:2])=[O:23] |f:1.2,3.4.5|. Procedure details: To a stirred yellow solution of ethyl 6-(2-ethoxy-2-oxoacetyl)-7-chloro-5-methylpyrazolo[1,5-a]pyrimidine-2-carboxylate (264 mg, 0.777 mmol) in anhydrous toluene (5 mL) was added 1.0M (R)-1-methyl-3,3-diphenylhexahydropyrrolo[1,2-c][1,3,2]oxazaborole/toluene (0.311 mL, 0.311 mmol). The mixture was cooled to −35° C. and a solution of 50% catechoborane/toluene (0.272 mL, 1.088 mmol) was added over the course of 10 min. After 30 min, the reaction mixture was slowly warmed to −15° C. and stirred for...